The task is: describe an organic reaction: reactants, conditions, products, and yield. This data is from the Open Reaction Database (ORD), a public repository of structured organic reaction records. The reactants are CO, CN(C)C=O, O=[N+]([O-])c1ccc(N2CCCCC2)c(F)c1, [H-], [Na+], O. Yields the product COc1cc([N+](=O)[O-])ccc1N1CCCCC1. As a reaction SMILES: [CH3:1][OH:2].[CH3:22][N:23]([CH3:24])[CH:25]=[O:26].[F:5][c:6]1[c:7]([N:15]2[CH2:16][CH2:17][CH2:18][CH2:19][CH2:20]2)[cH:8][cH:9][c:10]([N+:12](=[O:13])[O-:14])[cH:11]1.[H-:3].[Na+:4].[OH2:21]>>[CH3:1][O:2][c:6]1[c:7]([N:15]2[CH2:16][CH2:17][CH2:18][CH2:19][CH2:20]2)[cH:8][cH:9][c:10]([N+:12](=[O:13])[O-:14])[cH:11]1. Reactants: BrC=1C=C(C=C(C1OCC(F)(F)F)Cl)CC(=O)OCC (ethyl 2-(3-bromo-5-chloro-4-(2,2,2-trifluoroethoxy)phenyl)acetate), C1(CC1)CBr (cyclopropyl methylbromide), [H-].[Na+] (NaH). The solvent is CN(C)C=O (DMF), CN(C)C=O (DMF). Run at temperature 0 celsius, time 15 minute. Product: BrC=1C=C(C=C(C1OCC(F)(F)F)Cl)C(C(=O)OCC)CC1CC1 (ethyl 2-(3-bromo-5-chloro-4-(2,2,2-trifluoroethoxy)phenyl)-3-cyclopropylpropanoate). The yield is 80.4%. As a reaction SMILES: [H-].[Na+].[Br:3][C:4]1[CH:5]=[C:6]([CH2:17][C:18]([O:20][CH2:21][CH3:22])=[O:19])[CH:7]=[C:8]([Cl:16])[C:9]=1[O:10][CH2:11][C:12]([F:15])([F:14])[F:13].[CH:23]1([CH2:26]Br)[CH2:25][CH2:24]1>CN(C=O)C>[Br:3][C:4]1[CH:5]=[C:6]([CH:17]([CH2:26][CH:23]2[CH2:25][CH2:24]2)[C:18]([O:20][CH2:21][CH3:22])=[O:19])[CH:7]=[C:8]([Cl:16])[C:9]=1[O:10][CH2:11][C:12]([F:15])([F:13])[F:14] |f:0.1|. Procedure: To a suspension of NaH (0.327 g, 60% in paraffin oil, 8.1 mmol) in DMF (100 mL), slowly added a mixture of ethyl 2-(3-bromo-5-chloro-4-(2,2,2-trifluoroethoxy)phenyl)acetate (3.0 g, 6.8 mmol) and cyclopropyl methylbromide (0.718 mL, 7.5 mmol) dissolved in DMF (20 mL) at 0° C. for 15 min under an atmosphere of nitrogen. The reaction mixture was allowed stir at 0° C. for 15 min, upon which the mixture was poured onto crushed ice and extracted with ethyl acetate (2×50 mL). The combined organic layer...